This data is from the Open Reaction Database (ORD), a public repository of structured organic reaction records. The task is: describe an organic reaction: reactants, conditions, products, and yield Reactants: O (water), C(C)(C)(C)OC(=O)N[C@@H]1CC[C@H](CC1)OS(=O)(=O)C (trans-N-(tert-butoxycarbonyl)-N-(4-methanesulfonyloxycyclohexyl)amine), C[Si](C)(C)N=[N+]=[N-] (trimethylsilyl azide), [F-].[Cs+] (cesium fluoride). The solvent is CN(C=O)C (dimethylformamide). The product is C(C)(C)(C)OC(=O)N[C@H]1CC[C@H](CC1)N=[N+]=[N-] (cis-4-(N-tert-butoxycarbonylamino)cyclohexyl azide). Reaction SMILES: [C:1]([O:5][C:6]([NH:8][C@H:9]1[CH2:14][CH2:13][C@H:12](OS(C)(=O)=O)[CH2:11][CH2:10]1)=[O:7])([CH3:4])([CH3:3])[CH3:2].C[Si]([N:24]=[N+:25]=[N-:26])(C)C.[F-].[Cs+].O>CN(C)C=O>[C:1]([O:5][C:6]([NH:8][C@@H:9]1[CH2:14][CH2:13][C@H:12]([N:24]=[N+:25]=[N-:26])[CH2:11][CH2:10]1)=[O:7])([CH3:4])([CH3:3])[CH3:2] |f:2.3|. Procedure: A solution of Intermediate 36 (196 g) and trimethylsilyl azide (283 ml, Tokyo Kasei Kogyo) in dimethylformamide (667 ml) was added with cesium fluoride (305 g, Wako Pure Chemical Industries) with stirring and stirred at 70° C. for 4 days. The reaction mixture was cooled to room temperature and then added twice with water in a volume of 2.75 l in total. This reaction mixture was stirred with ice cooling for 2 hours, and the deposited precipitates were collected by filtration. Then, the precipitat... Starting materials: COC(C=1C(C(=O)OC)=CC(=C(C1)NC1=CC=C(C=C1)OCC1=CC=CC=C1)NC1=CC=C(C=C1)OCC1=CC=CC=C1)=O (4,5-bis(4-benzyloxy-anilino)phthalic acid dimethyl ester), N (ammonia). Run in C(CO)O (ethylene glycol). Reaction conditions: time 16 hour. The product is C(C1=CC=CC=C1)OC1=CC=C(NC=2C=C3C(C(=O)NC3=O)=CC2NC2=CC=C(C=C2)OCC2=CC=CC=C2)C=C1 (4,5-Bis(4-benzyloxy-anilino)phthalimide). RXN SMILES: CO[C:3](=[O:44])[C:4]1[C:5](=[CH:10][C:11]([NH:29][C:30]2[CH:35]=[CH:34][C:33]([O:36][CH2:37][C:38]3[CH:43]=[CH:42][CH:41]=[CH:40][CH:39]=3)=[CH:32][CH:31]=2)=[C:12]([NH:14][C:15]2[CH:20]=[CH:19][C:18]([O:21][CH2:22][C:23]3[CH:28]=[CH:27][CH:26]=[CH:25][CH:24]=3)=[CH:17][CH:16]=2)[CH:13]=1)[C:6](OC)=[O:7].[NH3:45]>C(O)CO>[CH2:22]([O:21][C:18]1[CH:17]=[CH:16][C:15]([NH:14][C:12]2[CH:13]=[C:4]3[C:3](=[O:44])[NH:45][C:6](=[O:7])[C:5]3=[CH:10][C:11]=2[NH:29][C:30]2[CH:31]=[CH:32][C:33]([O:36][CH2:37][C:38]3[CH:43]=[CH:42][CH:41]=[CH:40][CH:39]=3)=[CH:34][CH:35]=2)=[CH:20][CH:19]=1)[C:23]1[CH:24]=[CH:25][CH:26]=[CH:27][CH:28]=1. Procedure details: Analogously to Example 1, 294.4 mg (0.5 mmol) of 4,5-bis(4-benzyloxy-anilino)phthalic acid dimethyl ester in 22 ml of ethylene glycol are heated at 120°, ammonia gas being passed through the mixture, with stirring, for 16 hours. The reaction mixture is cooled and extracted with ethyl acetate. The ethyl acetate phases are washed in succession three times with water and once with saturated sodium chloride solution, dried with sodium sulfate and concentrated by evaporation. The evaporation residue ...